Dataset: the Open Reaction Database (ORD), a public repository of structured organic reaction records. Task: describe an organic reaction: reactants, conditions, products, and yield Reactants: NN1C=NN=C1 (4-amino-1,2,4-triazole), C(C)Br (Ethyl bromide), NN1C=NN=C1 (4-amino-1,2,4-triazole). Run in C(C)#N (acetonitrile), C(C)#N (acetonitrile). Reaction conditions: time 8 day. The product is [Br-].C(C)[N+]=1N=CN(C1)N (1-ethyl-4-amino-1,2,4-triazolium bromide). Reaction SMILES: [NH2:1][N:2]1[CH:6]=[N:5][N:4]=[CH:3]1.[CH2:7]([Br:9])[CH3:8]>C(#N)C>[Br-:9].[CH2:7]([N+:5]1[N:4]=[CH:3][N:2]([NH2:1])[CH:6]=1)[CH3:8] |f:3.4|. Procedure details: A 500 ml round bottom flask equipped with an overhead stirrer was charged with 10.00 grams of 4-amino-1,2,4-triazole and 200 ml of acetonitrile. Ethyl bromide, 45 ml, 65.0 grams, was added to the vigorously stirred acetonitrile reaction mixture. The reaction was stirred for 8 days at ambient temperature at which time, thin layer chromatography showed that all of the 4-amino-1,2,4-triazole had been consumed. The resultant solution was then rotary evaporated down to leave a colorless oil which slo... Reactants: CN(C)c1ccncc1, CC(C)c1cc(C(C)C)c(S(=O)(=O)Cl)c(C(C)C)c1, ClCCl, O=C(c1cscc1Nc1ccc(I)cc1F)N1CC(O)(CO)C1. Yields the product CC(C)c1cc(C(C)C)c(S(=O)(=O)OCC2(O)CN(C(=O)c3cscc3Nc3ccc(I)cc3F)C2)c(C(C)C)c1. As a reaction SMILES: [CH3:46][N:47]([CH3:48])[c:49]1[cH:50][cH:51][n:52][cH:53][cH:54]1.[CH:24]([CH3:25])([CH3:26])[c:27]1[c:28]([S:39](=[O:40])(=[O:41])[Cl:42])[c:29]([CH:36]([CH3:37])[CH3:38])[cH:30][c:31]([CH:33]([CH3:34])[CH3:35])[cH:32]1.[Cl:43][CH2:44][Cl:45].[F:1][c:2]1[c:3]([NH:9][c:10]2[c:11]([C:15](=[O:16])[N:17]3[CH2:18][C:19]([OH:21])([CH2:22][OH:23])[CH2:20]3)[cH:12][s:13][cH:14]2)[cH:4][cH:5][c:6]([I:8])[cH:7]1>>[F:1][c:2]1[c:3]([NH:9][c:10]2[c:11]([C:15](=[O:16])[N:17]3[CH2:18][C:19]([OH:21])([CH2:22][O:23][S:39]([c:28]4[c:27]([CH:24]([CH3:25])[CH3:26])[cH:32][c:31]([CH:33]([CH3:34])[CH3:35])[cH:30][c:29]4[CH:36]([CH3:37])[CH3:38])(=[O:40])=[O:41])[CH2:20]3)[cH:12][s:13][cH:14]2)[cH:4][cH:5][c:6]([I:8])[cH:7]1. Starting materials: C1(CC1)C(=O)C=1C(NC(N(C1C)C1=CC(=CC=C1)C(F)(F)F)=O)C1=CC=C(C#N)C=C1 (4-{5-(Cyclopropylcarbonyl)-6-methyl-2-oxo-1-[3-(trifluoromethyl)phenyl]-1,2,3,4-tetrahydropyrimidin-4-yl}benzonitrile), C([O-])([O-])=O.[K+].[K+] (potassium carbonate), ClCC=1OC=C(N1)C(=O)OC (methyl 2-(chloromethyl)-1,3-oxazole-4-carboxylate), C([O-])([O-])=O.[K+].[K+] (potassium carbonate), ClCC=1OC=C(N1)C(=O)OC (methyl 2-(chloromethyl)-1,3-oxazole-4-carboxylate). Run in CN(C=O)C (dimethylformamide). Reaction conditions: time 8 hour. Yields the product C(#N)C1=CC=C(C=C1)C1C(=C(N(C(N1CC=1OC=C(N1)C(=O)OC)=O)C1=CC(=CC=C1)C(F)(F)F)C)C(=O)C1CC1 (Methyl 2-{[6-(4-cyanophenyl)-5-(cyclopropylcarbonyl)-4-methyl-2-oxo-3-[3-(trifluoromethyl)phenyl]-3,6-dihydropyrimidin-1(2H)-yl]methyl}-1,3-oxazole-4-carboxylate). As a reaction SMILES: [CH:1]1([C:4]([C:6]2[CH:7]([C:24]3[CH:31]=[CH:30][C:27]([C:28]#[N:29])=[CH:26][CH:25]=3)[NH:8][C:9](=[O:23])[N:10]([C:13]3[CH:18]=[CH:17][CH:16]=[C:15]([C:19]([F:22])([F:21])[F:20])[CH:14]=3)[C:11]=2[CH3:12])=[O:5])[CH2:3][CH2:2]1.C(=O)([O-])[O-].[K+].[K+].Cl[CH2:39][C:40]1[O:41][CH:42]=[C:43]([C:45]([O:47][CH3:48])=[O:46])[N:44]=1>CN(C)C=O>[C:28]([C:27]1[CH:26]=[CH:25][C:24]([CH:7]2[N:8]([CH2:39][C:40]3[O:41][CH:42]=[C:43]([C:45]([O:47][CH3:48])=[O:46])[N:44]=3)[C:9](=[O:23])[N:10]([C:13]3[CH:18]=[CH:17][CH:16]=[C:15]([C:19]([F:22])([F:20])[F:21])[CH:14]=3)[C:11]([CH3:12])=[C:6]2[C:4]([CH:1]2[CH2:3][CH2:2]2)=[O:5])=[CH:31][CH:30]=1)#[N:29] |f:1.2.3|. Procedure: To a stirred suspension of 4-{5-(cyclopropylcarbonyl)-6-methyl-2-oxo-1-[3-(trifluoromethyl)phenyl]-1,2,3,4-tetrahydropyrimidin-4-yl}benzonitrile (Example 22) (150 mg, 0.35 mmol) and potassium carbonate (98 mg, 0.71 mmol) in dimethylformamide (3 ml) is added methyl 2-(chloromethyl)-1,3-oxazole-4-carboxylate (93 mg, 0.53 mmol). The reaction mixture is stirred at room temperature overnight, then an additional equivalent of potassium carbonate (0.35 mmol) and methyl 2-(chloromethyl)-1,3-oxazole-4-ca... The reactants are CCN(C(C)C)C(C)C (DIPEA), Cl (HCl), C(C)(C)(C)C=1C=C(CN[C@H]2CS(C[C@H]([C@@H]2O)CC2=CC(=C(C=C2)[N+](=O)[O-])F)(=O)=O)C=CC1 ((3R*,4S*,5S*)-3-(3-tert-butyl-benzylamino)-5-(3-fluoro-4-nitro-benzyl)-1,1-dioxo-hexahydro-1lambda*6*-thiopyran-4-ol), C(=O)(C=1NC=CN1)C=1NC=CN1 (carbonyl-diimidazole). Reagents/catalysts: CN(C)C=1C=CN=CC1 (DMAP). Solvent: C(C)#N (ACN). Reaction conditions: time 16 hour. Yields the product C(C)(C)(C)C=1C=C(CN2C(O[C@H]3[C@@H](CS(C[C@H]23)(=O)=O)CC2=CC(=C(C=C2)[N+](=O)[O-])F)=O)C=CC1 ((3aR*,7S*,7aS*)-3-(3-tert-Butyl-benzyl)-7-(3-fluoro-4-nitro-benzyl)-5,5-dioxo-hexa-hydro-1-oxa-5lambda*6*-thia-3-aza-inden-2-one). As a reaction SMILES: [C:1]([C:5]1[CH:6]=[C:7]([CH:30]=[CH:31][CH:32]=1)[CH2:8][NH:9][C@@H:10]1[C@@H:15]([OH:16])[C@H:14]([CH2:17][C:18]2[CH:23]=[CH:22][C:21]([N+:24]([O-:26])=[O:25])=[C:20]([F:27])[CH:19]=2)[CH2:13][S:12](=[O:29])(=[O:28])[CH2:11]1)([CH3:4])([CH3:3])[CH3:2].CCN(C(C)C)C(C)C.[C:42](C1NC=CN=1)(C1NC=CN=1)=[O:43].Cl>C(#N)C.CN(C1C=CN=CC=1)C>[C:1]([C:5]1[CH:6]=[C:7]([CH:30]=[CH:31][CH:32]=1)[CH2:8][N:9]1[C@@H:10]2[C@H:15]([C@H:14]([CH2:17][C:18]3[CH:23]=[CH:22][C:21]([N+:24]([O-:26])=[O:25])=[C:20]([F:27])[CH:19]=3)[CH2:13][S:12](=[O:28])(=[O:29])[CH2:11]2)[O:16][C:42]1=[O:43])([CH3:4])([CH3:2])[CH3:3]. Reported procedure: To a suspension of (3R*,4S*,5S*)-3-(3-tert-butyl-benzylamino)-5-(3-fluoro-4-nitro-benzyl)-1,1-dioxo-hexahydro-1lambda*6*-thiopyran-4-ol (4.4 g, 8.7 mmol) in ACN was added at 25° C. the DIPEA and the carbonyl-diimidazole. After addition of a catalytic amount of DMAP, the clear reaction mixture was kept at 25° C. for 16 h. The reaction mixture was poured onto ice-water and acidified with 4N aq. HCl. The precipitate was filtered off and washed with H2O and Et2O, dried under reduced pressure for 6 h... Starting materials: CC1CC(CNc2ccccc2)CCC1NCc1ccccc1, CCO, O=C[O-], [NH4+]. The product is CC1CC(CNc2ccccc2)CCC1N. RXN SMILES: [CH2:1]([c:2]1[cH:3][cH:4][cH:5][cH:6][cH:7]1)[NH:8][CH:9]1[CH:10]([CH3:23])[CH2:11][CH:12]([CH2:15][NH:16][c:17]2[cH:18][cH:19][cH:20][cH:21][cH:22]2)[CH2:13][CH2:14]1.[CH3:28][CH2:29][OH:30].[CH:24]([O-:25])=[O:26].[NH4+:27]>>[NH2:8][CH:9]1[CH:10]([CH3:23])[CH2:11][CH:12]([CH2:15][NH:16][c:17]2[cH:18][cH:19][cH:20][cH:21][cH:22]2)[CH2:13][CH2:14]1. The reactants are [F-].[K+] (potassium fluoride), N1(N=CC=C1)C1=CC=C(CC=2C(=CC(=C(C(=O)OC)C2)OS(=O)(=O)C(F)(F)F)Cl)C=C1 (methyl 5-(4-(1H-pyrazol-1-yl)benzyl)-4-chloro-2-(((trifluoromethyl)sulfonyl)oxy)benzoate), C(CCC)C(=C(CCCC)CCCC)[Sn] (tributylvinyltin), [Cl-].[Li+] (lithium chloride). The reagents and catalysts are Cl[Pd]([P](C1=CC=CC=C1)(C2=CC=CC=C2)C3=CC=CC=C3)([P](C4=CC=CC=C4)(C5=CC=CC=C5)C6=CC=CC=C6)Cl (trans-dichlorobis(triphenylphosphine)palladium(II)). The solvent is CN(C)C=O (DMF). Reaction conditions: temperature 90 celsius, time 1 hour. Product: N1(N=CC=C1)C1=CC=C(CC=2C(=CC(=C(C(=O)OC)C2)C=C)Cl)C=C1 (methyl 5-(4-(1H-pyrazol-1-yl)benzyl)-4-chloro-2-vinylbenzoate). As a reaction SMILES: [N:1]1([C:6]2[CH:31]=[CH:30][C:9]([CH2:10][C:11]3[C:12]([Cl:29])=[CH:13][C:14](OS(C(F)(F)F)(=O)=O)=[C:15]([CH:20]=3)[C:16]([O:18][CH3:19])=[O:17])=[CH:8][CH:7]=2)[CH:5]=[CH:4][CH:3]=[N:2]1.[CH2:32](C([Sn])=C(CCCC)CCCC)[CH2:33]CC.[Cl-].[Li+].[F-].[K+]>CN(C=O)C.Cl[Pd](Cl)([P](C1C=CC=CC=1)(C1C=CC=CC=1)C1C=CC=CC=1)[P](C1C=CC=CC=1)(C1C=CC=CC=1)C1C=CC=CC=1>[N:1]1([C:6]2[CH:31]=[CH:30][C:9]([CH2:10][C:11]3[C:12]([Cl:29])=[CH:13][C:14]([CH:32]=[CH2:33])=[C:15]([CH:20]=3)[C:16]([O:18][CH3:19])=[O:17])=[CH:8][CH:7]=2)[CH:5]=[CH:4][CH:3]=[N:2]1 |f:2.3,4.5,^1:33,58,77|. Reported procedure: To a solution of methyl 5-(4-(1H-pyrazol-1-yl)benzyl)-4-chloro-2-(((trifluoromethyl)sulfonyl)oxy)benzoate (0.18 g) in DMF (3.50 mL) were added tributylvinyltin (0.17 mL), trans-dichlorobis(triphenylphosphine)palladium(II) (0.01 g) and lithium chloride (0.12 g), and the mixture was stirred at 90° C. for 1 hr under argon atmosphere. To the reaction mixture was added aqueous potassium fluoride solution, and the precipitated insoluble substance was removed by filtration through Celite. The filtrate ... Yields the product O=CCC1CCCCc2noc(=O)n21. RXN SMILES: [CH2:1]([CH:2]=[CH2:3])[CH:4]1[CH2:5][CH2:6][CH2:7][CH2:8][c:9]2[n:10]1[c:11](=[O:14])[o:12][n:13]2.[CH2:49]([OH:50])[CH2:51][CH2:52][CH3:53].[CH3:21][C:22]([N:23]([CH2:24][CH2:25][CH:26]1[n:27]2[c:28](=[O:29])[o:30][n:31][c:32]2[CH2:33][CH2:34][CH2:35][CH2:36]1)[C:37](=[O:38])[O-:39])([CH3:40])[CH3:41].[I+3:15]([O-:16])([O-:17])([O-:18])[O-:19].[Na+:20].[O:42]1[CH2:43][CH2:44][O:45][CH2:46][CH2:47]1.[OH2:48].[OH2:54].[Os:55](=[O:56])(=[O:57])(=[O:58])=[O:59].[Os:60](=[O:61])=[O:62]>>[CH2:1]([CH:2]=[O:16])[CH:4]1[CH2:5][CH2:6][CH2:7][CH2:8][c:9]2[n:10]1[c:11](=[O:14])[o:12][n:13]2. Starting materials: C=CCC1CCCCc2noc(=O)n21, CCCCO, CC(C)(C)N(CCC1CCCCc2noc(=O)n21)C(=O)[O-], [O-][I+3]([O-])([O-])[O-], [Na+], C1COCCO1, O, O, O=[Os](=O)(=O)=O, O=[Os]=O. Isolated yield 63.0%. Reactants: N1(CCCCC1)CCCCCC. Run at temperature 100 celsius, time 20 hour. The product is O1B(OC(C)(C)C1(C)C)CCCCCCN2CCCCC2. The solvent is C1CCCCCCC1. Reagents/catalysts: N=1C=CC=C2C=CC=3C=CC(=NC3C12)C, O1B(OC(C)(C)C1(C)C)B2OC(C)(C)C(O2)(C)C, C[OH2+].C[OH2+].C1CC=CCCC=C1.C1CC=CCCC=C1.[Ir].[Ir].